From a dataset of the Open Reaction Database (ORD), a public repository of structured organic reaction records. describe an organic reaction: reactants, conditions, products, and yield Starting materials: CC(C(C=CC)=O)CC (5-methyl-2-hepten-4-one), C(C)(=S)O (Thioacetic acid). Reagents/catalysts: N1CCCCC1 (piperidine). Conditions: temperature 15 celsius. Yields the product C(C)(SC(C)CC(C(CC)C)=O)=O (S-(5-methyl-4-oxoheptan-2-yl) ethanethioate). Isolated yield 89.5%. Reaction SMILES: [CH3:1][CH:2]([CH2:8][CH3:9])[C:3](=[O:7])[CH:4]=[CH:5][CH3:6].[C:10]([OH:13])(=[S:12])[CH3:11]>N1CCCCC1>[C:10](=[O:13])([S:12][CH:5]([CH2:4][C:3](=[O:7])[CH:2]([CH3:1])[CH2:8][CH3:9])[CH3:6])[CH3:11]. Procedure details: A reaction flask was charged with 5-methyl-2-hepten-4-one (200 g, 1.59 mol) and piperidine (6.6 g), and cooled to 15° C. using a cooling bath. Thioacetic acid (241 g, 3.17 mol) was subsequently added to the reaction flask dropwise through an addition funnel The feeding was exothermic. The reaction temperature was kept below 25° C. After the addition was completed, the cooling bath was removed while the reaction was stirred for another hour at room temperature. The reaction mixture was then trans... Starting materials: C(CCC)[Li] (n-butyllithium), Cl (HCl), CC(C)(C)NS(=O)(=O)C1=CN(C=C1)C (N-(1,1-dimethylethyl)-1-methyl-1H-pyrrole-3-sulfonamide), BrBr (bromine). Run in hexanes, C(C)OCC (diethyl ether). Reaction conditions: temperature -78 celsius, time 15 minute. The product is BrC=1N(C=CC1S(=O)(=O)NC(C)(C)C)C (2-Bromo-N-(1,1-dimethylethyl)-1-methyl-1H-pyrrole-3-sulfonamide). The yield is 58.7%. Reaction SMILES: [CH3:1][C:2]([NH:5][S:6]([C:9]1[CH:13]=[CH:12][N:11]([CH3:14])[CH:10]=1)(=[O:8])=[O:7])([CH3:4])[CH3:3].C([Li])CCC.[Br:20]Br.Cl>C(OCC)C>[Br:20][C:10]1[N:11]([CH3:14])[CH:12]=[CH:13][C:9]=1[S:6]([NH:5][C:2]([CH3:1])([CH3:3])[CH3:4])(=[O:8])=[O:7]. Reported procedure: To a solution of 8.85 g (41 mmol) of N-(1,1-dimethylethyl)-1-methyl-1H-pyrrole-3-sulfonamide in 200 mL diethyl ether under a nitrogen atmosphere cooled to -78° C. was added dropwise, at such a rate as to keep the temperature below -65° C., 36.0 mL (85 mmol) 2.41M n-butyllithium in hexanes. The reaction was stirred at -78° C. for ca. 15 minutes. To the reaction mixture was added 2.2 mL (41 mmol) of bromine dropwise. The light orange reaction mixture was allowed to warm to room temperature and sti... The reactants are [Br-], C1CCOC1, C[Mg+], CC(C)(C=O)NC(=O)c1ccc(F)cc1F, [Cl-], [NH4+]. The product is CC(O)C(C)(C)NC(=O)c1ccc(F)cc1F. Reaction SMILES: [Br-:17].[CH2:22]1[O:23][CH2:24][CH2:25][CH2:26]1.[CH3:18][Mg+:19].[CH:1](=[O:2])[C:3]([CH3:4])([CH3:5])[NH:6][C:7]([c:8]1[c:9]([F:15])[cH:10][c:11]([F:14])[cH:12][cH:13]1)=[O:16].[Cl-:20].[NH4+:21]>>[CH:1]([OH:2])([C:3]([CH3:4])([CH3:5])[NH:6][C:7]([c:8]1[c:9]([F:15])[cH:10][c:11]([F:14])[cH:12][cH:13]1)=[O:16])[CH3:18]. Starting materials: BrC=1C(=C(C=CC1)N1C=C(C2=CC=CC=C12)C#N)C=O (1-(3-bromo-2-formylphenyl)-1H-indole-3-carbonitrile), C(C)(C)(C)C=1C=C2C=NNC(C2=C(C1)F)=O (6-tert-butyl-8-fluorophthlazine-1(2H)-one), BrC=1C(=C(C=CC1)N1C=C(C2=CC=CC=C12)C#N)C=O (1-(3-bromo-2-formylphenyl)-1H-indole-3-carbonitrile), C([O-])(O)=O.[Na+] (sodium bicarbonate). Reagents/catalysts: [Cu](I)I (copper iodide). The solvent is ClCCl (dichloromethane), CS(=O)C (dimethylsulfoxide), O (water). Conditions: temperature 110 celsius. The product is C(C)(C)(C)C=1C=C2C=NN(C(C2=C(C1)F)=O)C=1C(=C(C=CC1)N1C=C(C2=CC=CC=C12)C#N)C=O (1-(3-(6-tert-butyl-8-fluoro-1-oxophthalazin-2(1H)-yl)-2-formylphenyl)-1H-indole-3 carbonitrile). Yield: 77.0%. Reaction SMILES: [C:1]([C:5]1[CH:6]=[C:7]2[C:12](=[C:13]([F:15])[CH:14]=1)[C:11](=[O:16])[NH:10][N:9]=[CH:8]2)([CH3:4])([CH3:3])[CH3:2].Br[C:18]1[C:19]([CH:35]=[O:36])=[C:20]([N:24]2[C:32]3[C:27](=[CH:28][CH:29]=[CH:30][CH:31]=3)[C:26]([C:33]#[N:34])=[CH:25]2)[CH:21]=[CH:22][CH:23]=1.C(=O)(O)[O-].[Na+]>CS(C)=O.O.ClCCl.[Cu](I)I>[C:1]([C:5]1[CH:6]=[C:7]2[C:12](=[C:13]([F:15])[CH:14]=1)[C:11](=[O:16])[N:10]([C:18]1[C:19]([CH:35]=[O:36])=[C:20]([N:24]3[C:32]4[C:27](=[CH:28][CH:29]=[CH:30][CH:31]=4)[C:26]([C:33]#[N:34])=[CH:25]3)[CH:21]=[CH:22][CH:23]=1)[N:9]=[CH:8]2)([CH3:4])([CH3:2])[CH3:3] |f:2.3|. Procedure details: To a solution of 6-tert-butyl-8-fluorophthlazine-1(2H)-one (prepared according to US2010/0222325) 36 mg, 0.16 mmol) and 1-(3-bromo-2-formylphenyl)-1H-indole-3-carbonitrile (59 mg, 0.18 mmol) in dry dimethylsulfoxide (1.8 mL) was added sodium bicarbonate (31 mg, 0.36 mmol) under an argon atmosphere. Next copper iodide (35 mg, 0.18 mmol) was added and the mixture was heated to 110° C. for 2 hours. The reaction was cooled to ambient and taken up in water (40 ml) and dichloromethane (40 ml). The mat... Starting materials: quartz, C1=CCCC=CCC1 (1,5-cyclooctadiene), C(C)O (ethanol). The reagents and catalysts are [C-]#[O+].[C-]#[O+].[C-]#[O+].[C-]#[O+].[C-]#[O+].[C-]#[O+].[C-]#[O+].[C-]#[O+].[C-]#[O+].[C-]#[O+].[C-]#[O+].[C-]#[O+].[Rh].[Rh].[Rh].[Rh] (tetrarhodiumdodecacarbonyl). Run in CC(=O)C (acetone). Conditions: time 10 minute. The product is C1=CCCCCCC1 (Cyclooctene), C1CCCCCCC1 (cyclooctane). RXN SMILES: [CH:1]1[CH2:8][CH2:7][CH:6]=[CH:5][CH2:4][CH2:3][CH:2]=1.C(O)C>[C-]#[O+].[C-]#[O+].[C-]#[O+].[C-]#[O+].[C-]#[O+].[C-]#[O+].[C-]#[O+].[C-]#[O+].[C-]#[O+].[C-]#[O+].[C-]#[O+].[C-]#[O+].[Rh].[Rh].[Rh].[Rh].CC(C)=O>[CH:1]1[CH2:8][CH2:7][CH2:6][CH2:5][CH2:4][CH2:3][CH:2]=1.[CH2:1]1[CH2:8][CH2:7][CH2:6][CH2:5][CH2:4][CH2:3][CH2:2]1 |f:2.3.4.5.6.7.8.9.10.11.12.13.14.15.16.17|. Procedure: 0.3 ml of 1,5-cyclooctadiene, 32 ml of ethanol, 8 ml of acetone and 3 mg of tetrarhodiumdodecacarbonyl [Rh4 (CO)12 ] were fed into the same quartz cell as that used in the Example 1. Nitrogen gas was bubbled through the contents under stirring for 10 minutes and thereafter, the irradiation of the cell with light was started. The stirring was conducted with a magnetic stirrer. The reaction cell was put in a quartz-window thermostatic chamber to keep the reaction temperature at 20° C. In the irrad... Procedure details: The compound is formed analogously to that described in Example 5, from 14 g of 5-hydrazino-3-phenylbenzothiophene hydrochloride and 6.2 g of 1-methyl-4-piperidone. Melting point: >250° C. (decomposition) Yields the product CN1CC2=C(NC3=CC=C4C(=C23)C(=CS4)C4=CC=CC=C4)CC1 (9-Methyl-1-phenyl-7,8,9,10-tetrahydrothieno[3,2-e]pyrido[4,3-b]indole). As a reaction SMILES: Cl.[NH:2]([C:4]1[CH:5]=[CH:6][C:7]2[S:11][CH:10]=[C:9]([C:12]3[CH:17]=[CH:16][CH:15]=[CH:14][CH:13]=3)[C:8]=2[CH:18]=1)N.[CH3:19][N:20]1[CH2:25][CH2:24][C:23](=O)[CH2:22][CH2:21]1>>[CH3:19][N:20]1[CH2:25][CH2:24][C:23]2[NH:2][C:4]3[C:18]([C:22]=2[CH2:21]1)=[C:8]1[C:9]([C:12]2[CH:17]=[CH:16][CH:15]=[CH:14][CH:13]=2)=[CH:10][S:11][C:7]1=[CH:6][CH:5]=3 |f:0.1|. Reactants: Cl.N(N)C=1C=CC2=C(C(=CS2)C2=CC=CC=C2)C1 (5-hydrazino-3-phenylbenzothiophene hydrochloride), CN1CCC(CC1)=O (1-methyl-4-piperidone). Reactants: FC1=CC=C(N)C=C1 (4-fluoroaniline), Cl/C(/C(=O)O)=C(/C(=O)O)\Cl (2,3-dichloromaleic acid), FC1=CC=C(N)C=C1 (4 -fluoroaniline). Run in O (water). Conditions: time 2 hour. Yields the product FC1=CC=C(C=C1)N1C(C(=C(C1=O)Cl)Cl)=O (N-(4-fluorophenyl)-2,3-dichloromaleimide). Isolated yield 97.7%. As a reaction SMILES: [Cl:1]/[C:2](=[C:6](\[Cl:10])/[C:7](O)=[O:8])/[C:3](O)=[O:4].[F:11][C:12]1[CH:18]=[CH:17][C:15]([NH2:16])=[CH:14][CH:13]=1>O>[F:11][C:12]1[CH:18]=[CH:17][C:15]([N:16]2[C:3](=[O:4])[C:2]([Cl:1])=[C:6]([Cl:10])[C:7]2=[O:8])=[CH:14][CH:13]=1. Procedure details: 10 g (0.06 mol) of 2,3-dichloromaleic acid was dissolved in 100 ml of water. Then, to the resulting solution 5.55g (0.05 mol) of 4-fluoroaniline was added dropwise over a period of 5 min. at reflux temperatures under agitation. Upon addition of 4 -fluoroaniline, a white crystal separated out immediately but the reaction was allowed to preceed for two hours. After cooling, the crystal was separated by filtration and fully rinsed with water to obtain 12.7g (yield, 97.7%) of N-(4-fluorophenyl)-2,3-... Starting materials: C1(=CC=CC=C1)CC(=O)NN (phenylacetic acid hydrazide), CC1=CC=C(C=C1)S(=O)(=O)CC1=C(C=O)C=CC=C1 (2-{[(4-methylphenyl)sulfonyl]methyl}benzaldehyde). Run in CCO (EtOH), C(C)(=O)O (acetic acid). Reaction conditions: time 2.5 hour. Product: CC1=CC=C(C=C1)S(=O)(=O)CC1=C(C=CC=C1)\C=N\NC(CC1=CC=CC=C1)=O (N′-[(1E)-(2-{[(4-methylphenyl)sulfonyl]methyl}phenyl)methylene]-2-phenylacetohydrazide). Isolated yield 78.0%. As a reaction SMILES: [C:1]1([CH2:7][C:8]([NH:10][NH2:11])=[O:9])[CH:6]=[CH:5][CH:4]=[CH:3][CH:2]=1.[CH3:12][C:13]1[CH:18]=[CH:17][C:16]([S:19]([CH2:22][C:23]2[CH:30]=[CH:29][CH:28]=[CH:27][C:24]=2[CH:25]=O)(=[O:21])=[O:20])=[CH:15][CH:14]=1>CCO.C(O)(=O)C>[CH3:12][C:13]1[CH:14]=[CH:15][C:16]([S:19]([CH2:22][C:23]2[CH:30]=[CH:29][CH:28]=[CH:27][C:24]=2/[CH:25]=[N:11]/[NH:10][C:8](=[O:9])[CH2:7][C:1]2[CH:6]=[CH:5][CH:4]=[CH:3][CH:2]=2)(=[O:21])=[O:20])=[CH:17][CH:18]=1. Reported procedure: To a solution of-phenylacetic acid hydrazide (0.24 mmol) in absolute EtOH 10 mL and acetic acid 0.4 mL is added 2-{[(4-methylphenyl)sulfonyl]methyl}benzaldehyde (0.22 mmol). The reaction is stirred at room temperate for 2.5 hr with white ppt formation. The reaction mixture is then filtered. The solid is triturated with MeOH to give N′-[(1E)-(2-{[(4-methylphenyl)sulfonyl]methyl}phenyl)methylene]-2-phenylacetohydrazide in 78% yield. 1H NMR (400 MHz, DMSO-d6) □ 11.50–11.25 (2s, 1H), 8.22–8.13 (2s, ... Starting materials: CC(C)(C)n1nc(C(F)(F)F)cc1O, OCC(F)F, CC(C)OC(=O)N=NC(=O)OC(C)C, C1CCOC1, O, c1ccc(P(c2ccccc2)c2ccccc2)cc1. Yields the product CC(C)(C)n1nc(C(F)(F)F)cc1OCC(F)F. RXN SMILES: [C:1]([CH3:2])([CH3:3])([CH3:4])[n:5]1[n:6][c:7]([C:11]([F:12])([F:13])[F:14])[cH:8][c:9]1[OH:10].[F:34][CH:35]([CH2:36][OH:37])[F:38].[O:39]=[C:40]([O:41][CH:42]([CH3:43])[CH3:44])[N:45]=[N:46][C:47]([O:48][CH:49]([CH3:50])[CH3:51])=[O:52].[O:53]1[CH2:54][CH2:55][CH2:56][CH2:57]1.[OH2:58].[c:15]1([P:16]([c:17]2[cH:18][cH:19][cH:20][cH:21][cH:22]2)[c:23]2[cH:24][cH:25][cH:26][cH:27][cH:28]2)[cH:29][cH:30][cH:31][cH:32][cH:33]1>>[C:1]([CH3:2])([CH3:3])([CH3:4])[n:5]1[n:6][c:7]([C:11]([F:12])([F:13])[F:14])[cH:8][c:9]1[O:10][CH2:36][CH:35]([F:34])[F:38]. Starting materials: CN1CCOCC1, O=C(O)c1cc2cc([N+](=O)[O-])ccc2[nH]1, CC1(C)Cc2ccc(C#N)cc2C1N, [Na+], O=C([O-])O, CN(C)C=O. The product is CC1(C)Cc2ccc(C#N)cc2C1NC(=O)c1cc2cc([N+](=O)[O-])ccc2[nH]1. RXN SMILES: [CH3:30][N:31]1[CH2:32][CH2:33][O:34][CH2:35][CH2:36]1.[N+:1](=[O:2])([O-:3])[c:4]1[cH:5][c:6]2[cH:7][c:8]([C:13](=[O:14])[OH:15])[nH:9][c:10]2[cH:11][cH:12]1.[NH2:16][CH:17]1[C:18]([CH3:28])([CH3:29])[CH2:19][c:20]2[cH:21][cH:22][c:23]([C:26]#[N:27])[cH:24][c:25]21.[Na+:41].[O-:37][C:38]([OH:39])=[O:40].[O:42]=[CH:43][N:44]([CH3:45])[CH3:46]>>[N+:1](=[O:2])([O-:3])[c:4]1[cH:5][c:6]2[cH:7][c:8]([C:13](=[O:15])[NH:16][CH:17]3[C:18]([CH3:28])([CH3:29])[CH2:19][c:20]4[cH:21][cH:22][c:23]([C:26]#[N:27])[cH:24][c:25]43)[nH:9][c:10]2[cH:11][cH:12]1.